From a dataset of the Open Reaction Database (ORD), a public repository of structured organic reaction records. describe an organic reaction: reactants, conditions, products, and yield Starting materials: C(CCCCCCCCCCCCCCCCC)C(=O)C (methyl octadecyl ketone), N(=[N+]=[N-])CC1(COC(OC1)(C)CCCCCCCCCC)CN=[N+]=[N-] (5,5-Bis-(azidomethyl)-2-decyl-2-methyl-1,3-dioxane), OCC(CN=[N+]=[N-])(CN=[N+]=[N-])CO (2,2-Bis-(hydroxymethyl)-1,3-diazidopropane), N(=[N+]=[N-])CC1(COC(OC1)(C)CCCCCCCCCC)CN=[N+]=[N-] (5,5-Bis-(azidomethyl)-2-decyl-2-methyl-1,3-dioxane). Product: N(=[N+]=[N-])CC1(COC(OC1)(CCCCCCCCCCCCCCCCCC)C)CN=[N+]=[N-] (5,5-Bis-(azidomethyl)-2-methyl-2-octadecyl-1,3dioxane). RXN SMILES: [CH2:1]([C:19]([CH3:21])=[O:20])[CH2:2][CH2:3][CH2:4][CH2:5][CH2:6][CH2:7][CH2:8][CH2:9][CH2:10][CH2:11][CH2:12][CH2:13][CH2:14][CH2:15][CH2:16][CH2:17][CH3:18].[OH:22][CH2:23][C:24]([CH2:33]O)([CH2:29][N:30]=[N+:31]=[N-:32])[CH2:25][N:26]=[N+:27]=[N-:28].N(CC1(CN=[N+]=[N-])COC(CCCCCCCCCC)(C)OC1)=[N+]=[N-]>>[N:30]([CH2:29][C:24]1([CH2:25][N:26]=[N+:27]=[N-:28])[CH2:23][O:22][C:19]([CH3:21])([CH2:1][CH2:2][CH2:3][CH2:4][CH2:5][CH2:6][CH2:7][CH2:8][CH2:9][CH2:10][CH2:11][CH2:12][CH2:13][CH2:14][CH2:15][CH2:16][CH2:17][CH3:18])[O:20][CH2:33]1)=[N+:31]=[N-:32]. Procedure details: The following compound was prepared analogously as described in Example 9, starting from methyl octadecyl ketone and compound 1. 5,5-Bis-(azidomethyl)-2-decyl-2-methyl-1,3-dioxane (compound 17). Starting materials: C(C)OC(=O)C=1N=C(N(C1C(O)C1=CC=C(C=C1)C#N)C(C)C)Br (2-bromo-5-[(4-cyano-phenyl)-hydroxy-methyl]-1-isopropyl-1H-imidazole-4-carboxylic acid ethyl ester), ClC=1C=CC(=C(N)C1)C (5-chloro-2-methyl-aniline). Run in CCCCCC.CCOC(=O)C (hexane EtOAc). Yields the product C(C)OC(=O)C=1N=C(N(C1C(C1=CC=C(C=C1)C#N)NC1=C(C=CC(=C1)Cl)C)C(C)C)Br (2-Bromo-5-[(5-chloro-2-methyl-phenylamino)-(4-cyano-phenyl)-methyl]-1-isopropyl-1H-imidazole-4-carboxylic acid ethyl ester). RXN SMILES: [CH2:1]([O:3][C:4]([C:6]1[N:7]=[C:8]([Br:24])[N:9]([CH:21]([CH3:23])[CH3:22])[C:10]=1[CH:11]([C:13]1[CH:18]=[CH:17][C:16]([C:19]#[N:20])=[CH:15][CH:14]=1)O)=[O:5])[CH3:2].[Cl:25][C:26]1[CH:27]=[CH:28][C:29]([CH3:33])=[C:30]([CH:32]=1)[NH2:31]>CCCCCC.CCOC(C)=O>[CH2:1]([O:3][C:4]([C:6]1[N:7]=[C:8]([Br:24])[N:9]([CH:21]([CH3:23])[CH3:22])[C:10]=1[CH:11]([NH:31][C:30]1[CH:32]=[C:26]([Cl:25])[CH:27]=[CH:28][C:29]=1[CH3:33])[C:13]1[CH:18]=[CH:17][C:16]([C:19]#[N:20])=[CH:15][CH:14]=1)=[O:5])[CH3:2] |f:2.3|. Procedure: The title compound was prepared in analogy to the procedure described for step E2 using 2-bromo-5-[(4-cyano-phenyl)-hydroxy-methyl]-1-isopropyl-1H-imidazole-4-carboxylic acid ethyl ester (step H3) and 5-chloro-2-methyl-aniline as starting materials. tR: 1.35 min (LC-MS 2); ESI-MS: 515.2 [M−H]+ (LC-MS 2); Rf=0.16 (hexane/ EtOAc, 3:1).